Dataset: the Open Reaction Database (ORD), a public repository of structured organic reaction records. Task: describe an organic reaction: reactants, conditions, products, and yield The reactants are C1(=CC=CC=C1)S(=O)(=O)C(F)F (difluoromethyl phenyl sulfone), Cl (HCl), ClC1=CC=C(C=O)C=C1 (4-chlorobenzaldehyde), [OH-].[Na+] (sodium hydroxide). The reagents and catalysts are CCCCCCCC[N+](C)(CCCCCCCC)CCCCCCCC.[Cl-] (Aliquat 336). The solvent is ClCCl (dichloromethane). Product: ClC1=CC=C(C=C1)C(C(S(=O)(=O)C1=CC=CC=C1)(F)F)O (1-(4-chlorophenyl)-2,2-difluoro-2-phenylsulfonylethanol). Yield: 88.4%. RXN SMILES: [C:1]1([S:7]([CH:10]([F:12])[F:11])(=[O:9])=[O:8])[CH:6]=[CH:5][CH:4]=[CH:3][CH:2]=1.[Cl:13][C:14]1[CH:21]=[CH:20][C:17]([CH:18]=[O:19])=[CH:16][CH:15]=1.[OH-].[Na+].Cl>CCCCCCCC[N+](CCCCCCCC)(CCCCCCCC)C.[Cl-].ClCCl>[Cl:13][C:14]1[CH:21]=[CH:20][C:17]([CH:18]([OH:19])[C:10]([F:12])([F:11])[S:7]([C:1]2[CH:2]=[CH:3][CH:4]=[CH:5][CH:6]=2)(=[O:9])=[O:8])=[CH:16][CH:15]=1 |f:2.3,5.6|. Reported procedure: A reaction mixture generated from 100 mg (0.52 mmol) of difluoromethyl phenyl sulfone, 225 mg (1.6 mmol) of 4-chlorobenzaldehyde, 1.5 mL of dichloromethane, 1 mL of 50% aqueous sodium hydroxide and 20 mg (0.050 mmol) of Aliquat 336 was poured into 20 mL of 1N HCl. Extraction of the aqueous mixture with three 10 mL portions of ethyl acetate followed by combination, drying (MgSO4), and concentration in vacuo of the organic layers gave a residue which was purified by preparative TLC (two 2 mm silic... Reactants: CCCC(O)N(C)C(=O)OC(C)(C)C, CI, [H-], [Na+], C1CCOC1, O. Product: CCCC(OC)N(C)C(=O)OC(C)(C)C. Reaction SMILES: [C:1](=[O:2])([O:3][C:4]([CH3:5])([CH3:6])[CH3:7])[N:8]([CH3:9])[CH:10]([CH2:11][CH2:12][CH3:13])[OH:14].[CH3:17][I:18].[H-:15].[Na+:16].[O:20]1[CH2:21][CH2:22][CH2:23][CH2:24]1.[OH2:19]>>[C:1](=[O:2])([O:3][C:4]([CH3:5])([CH3:6])[CH3:7])[N:8]([CH3:9])[CH:10]([CH2:11][CH2:12][CH3:13])[O:14][CH3:17]. The reactants are N1C(N=NC=2C3=CC=CC=C3NC12)=S (1,9-Dihydro-1,3,4,9-tetraaza-fluorene-2-thione), O.NN (hydrazine hydrate). Conditions: temperature 120 celsius. Yields the product N1C(N=NC=2C3=CC=CC=C3NC12)=NN ((1,9-Dihydro-1,3,4,9-tetraaza-fluoren-2-ylidene)-hydrazine). As a reaction SMILES: [NH:1]1[C:13]2[NH:12][C:11]3[C:6](=[CH:7][CH:8]=[CH:9][CH:10]=3)[C:5]=2[N:4]=[N:3][C:2]1=S.O.[NH2:16][NH2:17]>>[NH:1]1[C:13]2[NH:12][C:11]3[C:6](=[CH:7][CH:8]=[CH:9][CH:10]=3)[C:5]=2[N:4]=[N:3][C:2]1=[N:16][NH2:17] |f:1.2|. Procedure details: A solution of 1,9-Dihydro-1,3,4,9-tetraaza-fluorene-2-thione 14c (56 mmol, 1 equiv.) in hydrazine hydrate (195 mL) is heated to reflux (120° C.) for 4 hours as disclosed in Joshr, K. C.; Dandia, A.; Bawbia, S. J. Ind Chem. Soc. (1989), 66, 690-693 and references therein. The mixture is allowed to cool to room temperature for 48 hours. The orange-yellow precipitate is filtered, washed with water and ethanol, and dried under vacuum for 15 hours to yield (1,9-Dihydro-1,3,4,9-tetraaza-fluoren-2-ylid...